From a dataset of the Open Reaction Database (ORD), a public repository of structured organic reaction records. describe an organic reaction: reactants, conditions, products, and yield Yields the product ClC=1C=CC(=C(C(=O)NC=2C(=NNC2)C2=NC3=C(N2)C=C(C(=C3)OCC3CCN(CC3)C)OC)C1)OC (5-Chloro-2-methoxy-N-{3-[6-methoxy-5-(1-methyl-piperidin-4-ylmethoxy)-1H-benzimidazol-2-yl-]1H-pyrazol-4-yl}-benzamide). The yield is 0.5%. Starting materials: ClC=1C=CC(=C(C(=O)NC=2C(=NNC2)C(=O)O)C1)OC (4-(5-Chloro-2-methoxy-benzoylamino)-1H-pyrazole-3-carboxylic acid), COC=1C=C(C(=CC1OCN1CCC(CC1)C)N)N (4-Methoxy-5-(4-methyl-piperidin-1-ylmethoxy)-benzene-1,2-diamine), C(CCl)Cl (EDC), C=1C=CC2=C(C1)N=NN2O (HOBt). Reaction conditions: temperature 80 celsius, time 1 hour. As a reaction SMILES: [Cl:1][C:2]1[CH:3]=[CH:4][C:5]([O:19][CH3:20])=[C:6]([CH:18]=1)[C:7]([NH:9][C:10]1[C:11]([C:15](O)=O)=[N:12][NH:13][CH:14]=1)=[O:8].[CH3:21][O:22][C:23]1[CH:24]=[C:25]([NH2:39])[C:26]([NH2:38])=[CH:27][C:28]=1[O:29][CH2:30]N1CCC(C)CC1.[CH2:40](Cl)CCl.[CH:44]1[CH:45]=[CH:46]C2N(O)N=[N:50][C:48]=2[CH:49]=1>CN(C=O)C>[Cl:1][C:2]1[CH:3]=[CH:4][C:5]([O:19][CH3:20])=[C:6]([CH:18]=1)[C:7]([NH:9][C:10]1[C:11]([C:15]2[NH:39][C:25]3[CH:24]=[C:23]([O:22][CH3:21])[C:28]([O:29][CH2:30][CH:44]4[CH2:49][CH2:48][N:50]([CH3:40])[CH2:46][CH2:45]4)=[CH:27][C:26]=3[N:38]=2)=[N:12][NH:13][CH:14]=1)=[O:8]. Run in CN(C)C=O (DMF). Procedure: A mixture of 4-(5-Chloro-2-methoxy-benzoylamino)-1H-pyrazole-3-carboxylic acid (0.22 g, 0.745 mmol), 4-Methoxy-5-(4-methyl-piperidin-1-ylmethoxy)-benzene-1,2-diamine (0.2 g, 0.745 mmol), EDC (0.173 g, 0.89 mmol) and HOBt (0.122 g, 0.89 mmol) in DMF (20 ml) was stirred at 80° C. for 1 hour then at ambient temperature for 16 hours and then reduced in vacuo. The residue was partitioned between EtOAc and saturated bicarbonate, the organic portion was washed with brine and dried (MgSO4), filtered and... The reactants are CC=1C(=NN(C1)C1=CC=CC=C1)CO ((4-methyl-1-phenyl-1H-pyrazol-3-yl)methanol), C1(=CC=CC=C1)P(C1=CC=CC=C1)C1=CC=CC=C1 (triphenylphosphine), C(Br)(Br)(Br)Br (carbon tetrabromide). Solvent: ClCCl (dichloromethane). Conditions: time 2 hour. The product is BrCC1=NN(C=C1C)C1=CC=CC=C1 (3-(Bromomethyl)-4-methyl-1-phenyl-1H-pyrazole). Yield: 202.0%. RXN SMILES: [CH3:1][C:2]1[C:3]([CH2:13]O)=[N:4][N:5]([C:7]2[CH:12]=[CH:11][CH:10]=[CH:9][CH:8]=2)[CH:6]=1.C1(P(C2C=CC=CC=2)C2C=CC=CC=2)C=CC=CC=1.C(Br)(Br)(Br)[Br:35]>ClCCl>[Br:35][CH2:13][C:3]1[C:2]([CH3:1])=[CH:6][N:5]([C:7]2[CH:12]=[CH:11][CH:10]=[CH:9][CH:8]=2)[N:4]=1. Procedure details: To a solution of (4-methyl-1-phenyl-1H-pyrazol-3-yl)methanol (158 mg, 0.84 mmol) and triphenylphosphine polymer bound (422 mg, 1.26 mmol) in dichloromethane (4.5 mL) was added carbon tetrabromide (416 mg, 1.26 mmol) at 0-5° C. The ice bath was removed after 15 min and the mixture was stirred at RT for 2 h. The mixture was filtered, washed with dichloromethane and the solvent was evaporated to give 426 mg crude material. The product was obtained after purification by flash chromatography (using s... Product: C(CCC)NC(=N)NC(=O)NCCCC (1-n-butylamidino-3-n-butylurea). Reactants: [Na] (sodium), CC(=O)C (acetone), C(CCC)N=C=O (n-butyl isocyanate), CC(=O)C (acetone), S(=O)(=O)(O)O.C(CCC)NC(=N)N (n-butylguanidine sulfate), [Na] (sodium). Run in C(C)(C)(C)O (tert-butyl alcohol), O (water). Conditions: time 8 hour. Reaction SMILES: [Na].CC(C)=O.S(O)(O)(=O)=O.[CH2:11]([NH:15][C:16]([NH2:18])=[NH:17])[CH2:12][CH2:13][CH3:14].[CH2:19]([N:23]=[C:24]=[O:25])[CH2:20][CH2:21][CH3:22]>O.C(O)(C)(C)C>[CH2:11]([NH:15][C:16]([NH:18][C:24]([NH:23][CH2:19][CH2:20][CH2:21][CH3:22])=[O:25])=[NH:17])[CH2:12][CH2:13][CH3:14] |f:2.3,^1:0|. Reported procedure: To a solution obtained by dissolving 4.6 g. of sodium in 300 ml. of dry acetone there was added 32.8 g. of n-butylguanidine sulfate and the resulting mixture was stirred for one hour at room temperature. There was then added dropwise, over a period of one hour, a solution of 19.8 g. of n-butyl isocyanate in 200 ml. of dry acetone, and the mixture thus obtained was stirred overnight at room temperature. (In some instances it was found preferable to use an equivalent amount of tert-butyl alcohol i... The reactants are Cc1ccccc1, CC(C(=O)O)(c1ccc(N2CCCC2)cc1)c1ccc(N2CCCC2)cc1, O=[Pb]=O. Product: C=C(c1ccc(N2CCCC2)cc1)c1ccc(N2CCCC2)cc1. Reaction SMILES: [CH3:31][c:32]1[cH:33][cH:34][cH:35][cH:36][cH:37]1.[N:1]1([c:6]2[cH:7][cH:8][c:9]([C:12]([C:13]([OH:15])=[O:16])([CH3:14])[c:17]3[cH:18][cH:19][c:20]([N:23]4[CH2:24][CH2:25][CH2:26][CH2:27]4)[cH:21][cH:22]3)[cH:10][cH:11]2)[CH2:2][CH2:3][CH2:4][CH2:5]1.[Pb:28](=[O:29])=[O:30]>>[N:1]1([c:6]2[cH:7][cH:8][c:9]([C:12](=[CH2:13])[c:17]3[cH:18][cH:19][c:20]([N:23]4[CH2:24][CH2:25][CH2:26][CH2:27]4)[cH:21][cH:22]3)[cH:10][cH:11]2)[CH2:2][CH2:3][CH2:4][CH2:5]1. Starting materials: Nc1nc(Cl)c2ccn(Cc3ccccc3)c2n1, Cc1cc(C)c(N)c(C)c1, O=C(O)C(F)(F)F, OCC(F)(F)F. Product: Cc1cc(C)c(Nc2nc(N)nc3c2ccn3Cc2ccccc2)c(C)c1. Reaction SMILES: [CH2:1]([c:2]1[cH:3][cH:4][cH:5][cH:6][cH:7]1)[n:8]1[cH:9][cH:10][c:11]2[c:12]1[n:13][c:14]([NH2:18])[n:15][c:16]2[Cl:17].[CH3:19][c:20]1[c:21]([NH2:22])[c:23]([CH3:28])[cH:24][c:25]([CH3:27])[cH:26]1.[OH:29][C:30]([C:31]([F:32])([F:33])[F:34])=[O:35].[OH:36][CH2:37][C:38]([F:39])([F:40])[F:41]>>[CH2:1]([c:2]1[cH:3][cH:4][cH:5][cH:6][cH:7]1)[n:8]1[cH:9][cH:10][c:11]2[c:12]1[n:13][c:14]([NH2:18])[n:15][c:16]2[NH:22][c:21]1[c:20]([CH3:19])[cH:26][c:25]([CH3:27])[cH:24][c:23]1[CH3:28]. The reactants are C([O-])([O-])=O.[K+].[K+] (potassium carbonate), COC(CBr)=O (bromoacetic acid methyl ester), C(C1=CC=CC=C1)N1C(=NC=2NC(N3C(C12)=N[C@@H](C3)CC3=CC=CC=C3)=O)C3CCCC3 ((R)-1,8-dibenzyl-2-cyclopentyl-7,8-dihydro-1H-imidazo[2,1-i]purin-5(4H)-one). Solvent: CN(C=O)C (N,N-dimethylformamide). Run at time 12 hour. Product: C(C1=CC=CC=C1)N1C(=NC=2N(C(N3C(C12)=N[C@@H](C3)CC3=CC=CC=C3)=O)CC(=O)OC)C3CCCC3 ((R)-1,8-dibenzyl-2-cyclopentyl-7,8-dihydro-4-methoxycarbonylmethyl-1H-imidazo[2,1-i]purin-5(4H)-one). Isolated yield 74.4%. Reaction SMILES: [CH2:1]([N:8]1[C:16]2[C:15]3=[N:17][C@H:18]([CH2:20][C:21]4[CH:26]=[CH:25][CH:24]=[CH:23][CH:22]=4)[CH2:19][N:14]3[C:13](=[O:27])[NH:12][C:11]=2[N:10]=[C:9]1[CH:28]1[CH2:32][CH2:31][CH2:30][CH2:29]1)[C:2]1[CH:7]=[CH:6][CH:5]=[CH:4][CH:3]=1.C(=O)([O-])[O-].[K+].[K+].[CH3:39][O:40][C:41](=[O:44])[CH2:42]Br>CN(C)C=O>[CH2:1]([N:8]1[C:16]2[C:15]3=[N:17][C@H:18]([CH2:20][C:21]4[CH:26]=[CH:25][CH:24]=[CH:23][CH:22]=4)[CH2:19][N:14]3[C:13](=[O:27])[N:12]([CH2:42][C:41]([O:40][CH3:39])=[O:44])[C:11]=2[N:10]=[C:9]1[CH:28]1[CH2:32][CH2:31][CH2:30][CH2:29]1)[C:2]1[CH:3]=[CH:4][CH:5]=[CH:6][CH:7]=1 |f:1.2.3|. Procedure: Compound 66 (1.87 g, 4.21 mmol) obtained in Example 66 was dissolved in 1,4-dioxane (30 mL), to the solution was added 2 mol/L aqueous sodium hydroxide (15 mL), and the mixture was stirred with heating at 70° C. for 3 hours. The reaction solution was concentrated under reduced pressure, and then the residue was neutralized by addition of concentrated hydrochloric acid. The deposited crystals were collected by filtration, washed with water and dried to obtain (R)-1,8-dibenzyl-2-cyclopentyl-7,8-di... The reactants are C[O-].[Na+] (sodium methoxide), C1(=CC=CC=C1)C(CNC1=C2N=CN(C2=NC(=N1)C#N)C1OCCCC1)C1=CC=CC=C1 (6-[(2,2-diphenylethyl)amino]-9-tetrahydro-2H-pyran-2-yl-9H-purine-2-carbonitrile), CO (methanol), C[O-].[Na+] (sodium methoxide). Procedure: A suspension of 6-[(2,2-diphenylethyl)amino]-9-tetrahydro-2H-pyran-2-yl-9H-purine-2-carbonitrile (Preparation 3) (1.00 g, 2.36 mmol) in methanol (20 ml) was treated with sodium methoxide (0.14 g, 2.59 mmol) and the resulting mixture was heated at reflux under a nitrogen atmosphere for 20 hours. TLC analysis showed that some starting material still remained therefore further sodium methoxide (64 mg, 1.18 mmol) was added and the mixture was heated at reflux under a nitrogen atmosphere for a furthe... The product is C1(=CC=CC=C1)C(CNC1=C2N=CN(C2=NC(=N1)C(=O)OC)C1OCCCC1)C1=CC=CC=C1 (Methyl 6-[(2,2-diphenylethyl)amino]-9-tetrahydro-2H-pyran-2-yl-9H-purine-2-carboxylate). Reaction SMILES: [C:1]1([CH:7]([C:27]2[CH:32]=[CH:31][CH:30]=[CH:29][CH:28]=2)[CH2:8][NH:9][C:10]2[N:18]=[C:17]([C:19]#N)[N:16]=[C:15]3[C:11]=2[N:12]=[CH:13][N:14]3[CH:21]2[CH2:26][CH2:25][CH2:24][CH2:23][O:22]2)[CH:6]=[CH:5][CH:4]=[CH:3][CH:2]=1.[CH3:33][O-:34].[Na+].C[OH:37]>>[C:27]1([CH:7]([C:1]2[CH:2]=[CH:3][CH:4]=[CH:5][CH:6]=2)[CH2:8][NH:9][C:10]2[N:18]=[C:17]([C:19]([O:34][CH3:33])=[O:37])[N:16]=[C:15]3[C:11]=2[N:12]=[CH:13][N:14]3[CH:21]2[CH2:26][CH2:25][CH2:24][CH2:23][O:22]2)[CH:28]=[CH:29][CH:30]=[CH:31][CH:32]=1 |f:1.2|. Conditions: time 18 hour. Starting materials: SC=1OC2=C(N1)C=CC(=C2)OC (2-mercapto-6-methoxybenzoxazole), S(=O)(Cl)Cl (thionyl chloride), CN(C)C=O (DMF). Run at time 10 minute. Yields the product ClC=1OC2=C(N1)C=CC(=C2)OC (2-chloro-6-methoxybenzoxazole), compound 25. Yield: 92.0%. Reaction SMILES: S[C:2]1[O:3][C:4]2[CH:10]=[C:9]([O:11][CH3:12])[CH:8]=[CH:7][C:5]=2[N:6]=1.CN(C=O)C.S(Cl)([Cl:20])=O>>[Cl:20][C:2]1[O:3][C:4]2[CH:10]=[C:9]([O:11][CH3:12])[CH:8]=[CH:7][C:5]=2[N:6]=1. Reported procedure: Finally, pure 2-mercapto-6-methoxybenzoxazole (4.0 g, 22.2 mmol) was dissolved in thionyl chloride (15 mL). DMF (1 mL) was added to the solution and the reaction mixture was stirred at r.t for 10 min. The solvent was removed under reduced pressure. The crude product was dissolved in ethyl acetate, washed with water, dried over Na2SO4, and concentrated to give crude 2-chloro-6-methoxybenzoxazole, which was purified by chromatography with petroleum ether/ethylacetate (3:1 v/v) to afford 2-chloro-6...